Dataset: the Open Reaction Database (ORD), a public repository of structured organic reaction records. Task: describe an organic reaction: reactants, conditions, products, and yield Reactants: CN1C=C2C[C@H]3N(C[C@@H](C[C@@H]3C=3C=CC=C1C32)CNN)C (1,6-dimethyl-8β-hydrazinomethyl-ergoline), ClC(=O)OCC(C)C (isobutyl chloroformate), CN1CCOCC1 (N-methyl-morpholine), C(C)(=O)O (acetic acid). Solvent: C(C)#N (acetonitrile), C(C)#N (acetonitrile). Conditions: temperature -15 celsius. Yields the product CN1C=C2C[C@H]3N(C[C@@H](C[C@@H]3C=3C=CC=C1C32)CNNC(C)=O)C (1,6-dimethyl-8β-[(N'-acetyl-hydrazino)-methyl]-ergoline). Yield: 59.1%. RXN SMILES: [C:1]([OH:4])(=O)[CH3:2].ClC(OCC(C)C)=O.CN1CCOCC1.[CH3:20][N:21]1[C:35]2[C:36]3[C:23]([CH2:24][C@@H:25]4[C@@H:30]([C:31]=3[CH:32]=[CH:33][CH:34]=2)[CH2:29][C@@H:28]([CH2:37][NH:38][NH2:39])[CH2:27][N:26]4[CH3:40])=[CH:22]1>C(#N)C>[CH3:20][N:21]1[C:35]2[C:36]3[C:23]([CH2:24][C@@H:25]4[C@@H:30]([C:31]=3[CH:32]=[CH:33][CH:34]=2)[CH2:29][C@@H:28]([CH2:37][NH:38][NH:39][C:1](=[O:4])[CH3:2])[CH2:27][N:26]4[CH3:40])=[CH:22]1. Procedure details: 0.6 g of acetic acid are dissolved in 25 ml of acetonitrile with stirring. The solution is cooled to -15° C., and 1.39 ml of isobutyl chloroformate and 1.1 ml of N-methyl-morpholine are added. After 5 minutes of stirring a solution of 2.8 g of 1,6-dimethyl-8β-hydrazinomethyl-ergoline in 10 ml of acetonitrile is added to the mixture. The mixture is slowly (within 30 minutes) warmed to room temperature, stirred at room temperature for 2 hours, then evaporated in vacuo. The residue is dissolved in ... The reactants are C(C)SCC1=CC=CC(=N1)C=1SC2=C(C(N1)=O)C=CC=C2 (2-[6-[(Ethylthio)methyl]-2-pyridyl]-4H-1,3-benzothiazine-4-one), ClC1=CC(=CC=C1)C(=O)OO (3-chloroperbenzoic acid). Run in C(Cl)(Cl)Cl (chloroform), C(Cl)(Cl)Cl (chloroform). Conditions: time 1 hour. Yields the product C(C)S(=O)CC1=CC=CC(=N1)C=1SC2=C(C(N1)=O)C=CC=C2 (2-[6-[(Ethylsulfinyl)methyl]-2-pyridyl]-4H-1,3-benzothiazine-4-one). Isolated yield 89.8%. RXN SMILES: [CH2:1]([S:3][CH2:4][C:5]1[N:10]=[C:9]([C:11]2[S:12][C:13]3[CH:21]=[CH:20][CH:19]=[CH:18][C:14]=3[C:15](=[O:17])[N:16]=2)[CH:8]=[CH:7][CH:6]=1)[CH3:2].ClC1C=CC=C(C(OO)=[O:30])C=1>C(Cl)(Cl)Cl>[CH2:1]([S:3]([CH2:4][C:5]1[N:10]=[C:9]([C:11]2[S:12][C:13]3[CH:21]=[CH:20][CH:19]=[CH:18][C:14]=3[C:15](=[O:17])[N:16]=2)[CH:8]=[CH:7][CH:6]=1)=[O:30])[CH3:2]. Procedure: 2-[6-[(Ethylthio)methyl]-2-pyridyl]-4H-1,3-benzothiazine-4-one (0.10 g, 0.32 mmol) was dissolved in chloroform (50 ml), and a solution of 3-chloroperbenzoic acid (ca. 77%, 0.071 g, 0.32 mmol) in chloroform (10 ml) was added dropwise thereto. The mixture was stirred at room temperature for 1 hr. The solvent was evaporated, and the residue was recrystallized from n-hexane-ethyl acetate to give the titled compound (0.095 g, 91%) as pale yellow crystals. Reactants: O=C(O)Cc1cccc(Br)c1, CO, CC(=O)Cl. Product: COC(=O)Cc1cccc(Br)c1. As a reaction SMILES: [Br:5][c:6]1[cH:7][c:8]([CH2:12][C:13](=[O:14])[OH:15])[cH:9][cH:10][cH:11]1.[CH3:16][OH:17].[CH3:1][C:2](=[O:3])[Cl:4]>>[CH3:1][O:14][C:13]([CH2:12][c:8]1[cH:7][c:6]([Br:5])[cH:11][cH:10][cH:9]1)=[O:15]. Reactants: CC(=O)O, Cc1ccc(O)cc1C, O, O=[N+]([O-])O. Yields the product Cc1ccc(O)c([N+](=O)[O-])c1C. As a reaction SMILES: [CH3:10][C:11](=[O:12])[OH:13].[CH3:1][c:2]1[cH:3][cH:4][c:5]([OH:6])[cH:7][c:8]1[CH3:9].[OH2:18].[OH:14][N+:15]([O-:16])=[O:17]>>[CH3:1][c:2]1[cH:3][cH:4][c:5]([OH:6])[c:7]([N+:15](=[O:14])[O-:16])[c:8]1[CH3:9]. Starting materials: ClCCl, COc1ccnc(CSc2nc3ccccc3[nH]2)c1OC, O=C(OO)c1cccc(Cl)c1. The product is COc1ccnc(CS(=O)c2nc3ccccc3[nH]2)c1OC. As a reaction SMILES: [CH2:33]([Cl:34])[Cl:35].[CH3:1][O:2][c:3]1[c:4]([CH2:11][S:12][c:13]2[nH:14][c:15]3[c:16]([n:17]2)[cH:18][cH:19][cH:20][cH:21]3)[n:5][cH:6][cH:7][c:8]1[O:9][CH3:10].[Cl:22][c:23]1[cH:24][cH:25][cH:26][c:27]([C:28]([O:29][OH:31])=[O:30])[cH:32]1>>[CH3:1][O:2][c:3]1[c:4]([CH2:11][S:12]([c:13]2[n:14][c:15]3[c:16]([nH:17]2)[cH:18][cH:19][cH:20][cH:21]3)=[O:30])[n:5][cH:6][cH:7][c:8]1[O:9][CH3:10]. Reactants: C(C1=CC=CC=C1)OC1=CC=C(C=C1)O (4-(benzyloxy)phenol), CC(C)([O-])C.[K+] (potassium tert-butoxide), ClC1=C(C=C(C=C1)OC)[N+](=O)[O-] (4-chloro-3-nitroanisole). The solvent is O (water), N,n-dimethylformamide. Reaction conditions: time 10 minute. Yields the product C(C1=CC=CC=C1)OC1=CC=C(OC2=C(C=C(C=C2)OC)[N+](=O)[O-])C=C1 (4-[4-(benzyloxy)phenoxy]-3-nitroanisole). Yield: 60.6%. Reaction SMILES: [CH2:1]([O:8][C:9]1[CH:14]=[CH:13][C:12]([OH:15])=[CH:11][CH:10]=1)[C:2]1[CH:7]=[CH:6][CH:5]=[CH:4][CH:3]=1.CC(C)([O-])C.[K+].Cl[C:23]1[CH:28]=[CH:27][C:26]([O:29][CH3:30])=[CH:25][C:24]=1[N+:31]([O-:33])=[O:32]>O>[CH2:1]([O:8][C:9]1[CH:10]=[CH:11][C:12]([O:15][C:23]2[CH:28]=[CH:27][C:26]([O:29][CH3:30])=[CH:25][C:24]=2[N+:31]([O-:33])=[O:32])=[CH:13][CH:14]=1)[C:2]1[CH:3]=[CH:4][CH:5]=[CH:6][CH:7]=1 |f:1.2|. Procedure details: To a solution of 4-(benzyloxy)phenol (2.00 g, 10 mmol) in N,n-dimethylformamide (20 ml) was added potassium tert-butoxide (1.12 g, 10 mmol), followed by stirring for 10 minutes. To the reaction solution was added 4-chloro-3-nitroanisole (1.88 g, 10 mmol), followed by stirring at 150° C. for 6 hours. After allowing to stand overnight, the reaction solution was poured into water and extracted with ethyl acetate. After drying subsequent to washing with water and a saturated aqueous sodium chloride ... Starting materials: COC(=O)C(Cc1ccc([N+](=O)[O-])cc1)NC(=O)C1(Cc2ccccc2)CCCC1, CCO. The product is COC(=O)C(Cc1ccc(N)cc1)NC(=O)C1(Cc2ccccc2)CCCC1. Reaction SMILES: [CH3:1][O:2][C:3]([CH:4]([NH:5][C:6](=[O:7])[C:8]1([CH2:13][c:14]2[cH:15][cH:16][cH:17][cH:18][cH:19]2)[CH2:9][CH2:10][CH2:11][CH2:12]1)[CH2:20][c:21]1[cH:22][cH:23][c:24]([N+:27]([O-:28])=[O:29])[cH:25][cH:26]1)=[O:30].[CH3:31][CH2:32][OH:33]>>[CH3:1][O:2][C:3]([CH:4]([NH:5][C:6](=[O:7])[C:8]1([CH2:13][c:14]2[cH:15][cH:16][cH:17][cH:18][cH:19]2)[CH2:9][CH2:10][CH2:11][CH2:12]1)[CH2:20][c:21]1[cH:22][cH:23][c:24]([NH2:27])[cH:25][cH:26]1)=[O:30].